This data is from the Open Reaction Database (ORD), a public repository of structured organic reaction records. The task is: describe an organic reaction: reactants, conditions, products, and yield Starting materials: ClC1=NC=C(C2=C(C=CC=C12)C)C(=O)O (1-chloro-5-methylisoquinolin-4-carboxylic acid), C(C)(C)(C)N (tert-butylamine). Yields the product C(C)(C)(C)NC(=O)C1=CN=C(C2=CC=CC(=C12)C)Cl (N-(tert-Butyl)-1-chloro-5-methylisoquinolin-4-carboxamide). As a reaction SMILES: [Cl:1][C:2]1[C:11]2[C:6](=[C:7]([CH3:12])[CH:8]=[CH:9][CH:10]=2)[C:5]([C:13]([OH:15])=O)=[CH:4][N:3]=1.[C:16]([NH2:20])([CH3:19])([CH3:18])[CH3:17]>>[C:16]([NH:20][C:13]([C:5]1[C:6]2[C:11](=[CH:10][CH:9]=[CH:8][C:7]=2[CH3:12])[C:2]([Cl:1])=[N:3][CH:4]=1)=[O:15])([CH3:19])([CH3:18])[CH3:17]. Procedure details: This compound was prepared by using 1-chloro-5-methylisoquinolin-4-carboxylic acid (Intermediate-10) and tert-butylamine by following the similar procedure as described for Intermediate-11a. Starting materials: COC(=O)C(Cc1cc(Cl)c2[nH]ncc2c1COC(C)=O)OC(=O)c1ccccc1, CO, C[O-], C[O-], ClC(Cl)Cl, [Mg+2]. The product is COC(=O)C(Cc1cc(Cl)c2[nH]ncc2c1CO)OC(=O)c1ccccc1. As a reaction SMILES: [C:1]([c:2]1[cH:3][cH:4][cH:5][cH:6][cH:7]1)(=[O:8])[O:9][CH:10]([C:11](=[O:12])[O:13][CH3:14])[CH2:15][c:16]1[c:17]([CH2:26][O:27][C:28](=[O:29])[CH3:30])[c:18]2[cH:19][n:20][nH:21][c:22]2[c:23]([Cl:25])[cH:24]1.[CH3:35][OH:36].[CH3:37][O-:38].[CH3:40][O-:41].[CH:31]([Cl:32])([Cl:33])[Cl:34].[Mg+2:39]>>[C:1]([c:2]1[cH:3][cH:4][cH:5][cH:6][cH:7]1)(=[O:8])[O:9][CH:10]([C:11](=[O:12])[O:13][CH3:14])[CH2:15][c:16]1[c:17]([CH2:26][OH:27])[c:18]2[cH:19][n:20][nH:21][c:22]2[c:23]([Cl:25])[cH:24]1.